From a dataset of the Open Reaction Database (ORD), a public repository of structured organic reaction records. describe an organic reaction: reactants, conditions, products, and yield The reactants are ClC1=C(C(=C(C=C1OC)OC)Cl)NC(N(C)C1=CC(=NC=N1)NC1=C(C=C(C=C1)N1CCNCC1)NC(C=C)=O)=O (N-(2-((6-(3-(2,6-dichloro-3,5-dimethoxyphenyl)-1-methylureido)pyrimidin-4-yl)amino)-5-(piperazin-1-yl)phenyl)acrylamide), CCN(C(C)C)C(C)C (DIEA), C(C)(=O)Cl (acetyl chloride). The solvent is C(Cl)Cl (DCM), C(Cl)Cl (DCM). Conditions: time 2 hour. The product is C(C)(=O)N1CCN(CC1)C=1C=CC(=C(C1)NC(C=C)=O)NC1=NC=NC(=C1)N(C(=O)NC1=C(C(=CC(=C1Cl)OC)OC)Cl)C (N-(5-(4-acetylpiperazin-1-yl)-2-((6-(3-(2,6-dichloro-3,5-dimethoxyphenyl)-1-methylureido)pyrimidin-4-yl)amino)phenyl)acrylamide). Isolated yield 15.5%. As a reaction SMILES: [Cl:1][C:2]1[C:7]([O:8][CH3:9])=[CH:6][C:5]([O:10][CH3:11])=[C:4]([Cl:12])[C:3]=1[NH:13][C:14](=[O:41])[N:15]([C:17]1[N:22]=[CH:21][N:20]=[C:19]([NH:23][C:24]2[CH:29]=[CH:28][C:27]([N:30]3[CH2:35][CH2:34][NH:33][CH2:32][CH2:31]3)=[CH:26][C:25]=2[NH:36][C:37](=[O:40])[CH:38]=[CH2:39])[CH:18]=1)[CH3:16].CCN(C(C)C)C(C)C.[C:51](Cl)(=[O:53])[CH3:52]>C(Cl)Cl>[C:51]([N:33]1[CH2:32][CH2:31][N:30]([C:27]2[CH:28]=[CH:29][C:24]([NH:23][C:19]3[CH:18]=[C:17]([N:15]([CH3:16])[C:14]([NH:13][C:3]4[C:2]([Cl:1])=[C:7]([O:8][CH3:9])[CH:6]=[C:5]([O:10][CH3:11])[C:4]=4[Cl:12])=[O:41])[N:22]=[CH:21][N:20]=3)=[C:25]([NH:36][C:37](=[O:40])[CH:38]=[CH2:39])[CH:26]=2)[CH2:35][CH2:34]1)(=[O:53])[CH3:52]. Procedure details: N-(2-((6-(3-(2,6-dichloro-3,5-dimethoxyphenyl)-1-methylureido)pyrimidin-4-yl)amino)-5-(piperazin-1-yl)phenyl)acrylamide (Procedure 2L, Example 157) (8.6 g, 0.014 mmol) and DIEA (7.5 μl, 0.043 mmol) were stirred in DCM (1.0 ml) at room temperature under nitrogen atmosphere. A solution of acetyl chloride (1.0 μl, 0.016 mmol) in DCM (11 ul) was added and the reaction mixture was stirred at room temperature for 2 hours. The solvent was evaporated and the resulting material was dissolved in 400 ul of... The reactants are N1=C(C=CC=C1)CCN1CCOCC1 (N-[2-(2-pyridyl)ethyl]morpholine), C1(=CC=CC=C1)[Li] (phenyl lithium), Cl (hydrochloric acid), CN=C=S (methyl isothiocyanate). Solvent: C1=CC=CC=C1 (benzene), C1=CC=CC=C1.CCOCC (benzene ether), C1=CC=CC=C1 (benzene), O (water). Run at time 30 minute. Product: CNC(C(CN1CCOCC1)C1=NC=CC=C1)=S (N-methyl-3-morpholino-2-(2-pyridyl)thiopropanamide). As a reaction SMILES: [N:1]1[CH:6]=[CH:5][CH:4]=[CH:3][C:2]=1[CH2:7][CH2:8][N:9]1[CH2:14][CH2:13][O:12][CH2:11][CH2:10]1.C1([Li])C=CC=CC=1.[CH3:22][N:23]=[C:24]=[S:25].Cl>C1C=CC=CC=1.CCOCC.O.C1C=CC=CC=1>[CH3:22][NH:23][C:24](=[S:25])[CH:7]([C:2]1[CH:3]=[CH:4][CH:5]=[CH:6][N:1]=1)[CH2:8][N:9]1[CH2:14][CH2:13][O:12][CH2:11][CH2:10]1 |f:4.5|. Procedure: N-[2-(2-pyridyl)ethyl]morpholine (12.7 g., 0.07 mole) in 60 ml. of dry benzene is added dropwise to 35 ml. of 2M phenyl lithium (0.07 mole) in benzene/ether with cooling. The mixture is stirred for 30 minutes, then methyl isothiocyanate (5.2 g., 0.07 mole), dissolved in 60 ml. of dry benzene, is added dropwise with cooling. The resulting solution is stirred overnight. An equal volume of water is added and the solution is cooled and made acidic with 10% hydrochloric acid. The phases are separated... Starting materials: [OH-].[K+] (KOH), ClCCCN1C(OC2=C1C=CC=C2)=O (3-(3-chloropropyl)-1,3-benzoxazol-2(3H)-one). The solvent is C(CCC)O (n-butanol). Yields the product O1CCCNC2=C1C=CC=C2 (2,3,4,5-tetrahydro-1,5-benzoxazepine). Yield: 54.4%. Reaction SMILES: [OH-].[K+].ClC[CH2:5][CH2:6][N:7]1[C:11]2[CH:12]=[CH:13][CH:14]=[CH:15][C:10]=2[O:9][C:8]1=O>C(O)CCC>[O:9]1[C:10]2[CH:15]=[CH:14][CH:13]=[CH:12][C:11]=2[NH:7][CH2:6][CH2:5][CH2:8]1 |f:0.1|. Procedure details: Powdered KOH (37.60 g, 0.67 mol) was added to a slurry of 3-(3-chloropropyl)-1,3-benzoxazol-2(3H)-one (35.75 g, 0.169 mol) in n-butanol (450 mL) under N2 gas and refluxed for 52 hours. The mixture was filtered and reduced to dryness under reduced pressure. The residue was taken up in H2O (500 mL) and extracted with ether (3×200 mL). The organic was washed with 10% HCl (2×200 mL), dried over MgSO4, and stripped of solvent under reduced pressure. Purification by flash chromatography (50% EtOAc in ... The reactants are IC=1C=NN(C1C)CC1(CCCCCC1)OCCCO (3-(1-((4-iodo-5-methyl-1H-pyrazol-1-yl)methyl)cycloheptyloxy)propan-1-ol), CC(=O)OI1(C=2C=CC=CC2C(=O)O1)(OC(=O)C)OC(=O)C (Dess-Martin Periodinane), [OH-].[Na+] (NaOH). Solvent: ClCCl (dichloromethane). Reaction conditions: time 4 hour. Product: IC=1C=NN(C1C)CC1(CCCCCC1)OCCC=O (3-(1-((4-iodo-5-methyl-1H-pyrazol-1-yl)methyl)cycloheptyloxy)propanal). As a reaction SMILES: [I:1][C:2]1[CH:3]=[N:4][N:5]([CH2:8][C:9]2([O:16][CH2:17][CH2:18][CH2:19][OH:20])[CH2:15][CH2:14][CH2:13][CH2:12][CH2:11][CH2:10]2)[C:6]=1[CH3:7].CC(OI1(OC(C)=O)(OC(C)=O)OC(=O)C2C=CC=CC1=2)=O.[OH-].[Na+]>ClCCl>[I:1][C:2]1[CH:3]=[N:4][N:5]([CH2:8][C:9]2([O:16][CH2:17][CH2:18][CH:19]=[O:20])[CH2:15][CH2:14][CH2:13][CH2:12][CH2:11][CH2:10]2)[C:6]=1[CH3:7] |f:2.3|. Procedure: To a solution of EXAMPLE 155B (393 mg) in dichloromethane (20 mL) was added Dess-Martin Periodinane (425 mg). After the reaction mixture was stirred for 4 hours at room temperature, 2N NaOH aqueous solution (10 mL) was added and the reaction mixture was extracted with ethyl acetate. The organic layer was washed with water and a saturated NaCl solution. After the organic layer was dried over Na2SO4 and filtered, the solvent was removed under reduced pressure. The crude product was used in the nex... Starting materials: Clc1ccc(Br)cn1, CC(C)(C)OC(=O)N1CCCC2CNCC21. Product: CC(C)(C)OC(=O)N1CCCC2CN(c3ccc(Cl)nc3)CC21. Reaction SMILES: [Br:17][c:18]1[cH:19][cH:20][c:21]([Cl:24])[n:22][cH:23]1.[N:1]1([C:10](=[O:11])[O:12][C:13]([CH3:14])([CH3:15])[CH3:16])[CH:2]2[CH:3]([CH2:4][CH2:5][CH2:6]1)[CH2:7][NH:8][CH2:9]2>>[N:1]1([C:10](=[O:11])[O:12][C:13]([CH3:14])([CH3:15])[CH3:16])[CH:2]2[CH:3]([CH2:4][CH2:5][CH2:6]1)[CH2:7][N:8]([c:18]1[cH:19][cH:20][c:21]([Cl:24])[n:22][cH:23]1)[CH2:9]2. Reactants: C(C)(=O)OCCCS(=O)(=O)NC(=O)C1=C(C=C(C=C1)C1=CC=C(C=C1)CCCN(C[C@@H](C=1C=NC=CC1)O)C(=O)OC(C)(C)C)OCC(C)C (3-[[[[4′-[3-[(tert-butoxycarbonyl)-[(2R)-2-hydroxy-2-(3-pyridyl)ethyl]amino]propyl]-3-isobutoxy-4-biphenylyl]carbonyl]amino]sulfonyl]propyl acetate), [OH-].[Na+] (sodium hydroxide). The solvent is CO (methanol), O1CCCC1 (tetrahydrofuran). Run at time 45 minute. The product is OCCCS(=O)(=O)NC(=O)C1=C(C=C(C=C1)C1=CC=C(C=C1)CCCN(C(OC(C)(C)C)=O)C[C@@H](C=1C=NC=CC1)O)OCC(C)C (tert-butyl [3-[4′-[[[(3-hydroxypropyl)sulfonyl]amino]carbonyl]-3′-isobutoxy-4-biphenylyl]-propyl][(2R)-2-hydroxy-2-(3-pyridyl)ethyl]carbamate). Yield: 89.6%. RXN SMILES: C([O:4][CH2:5][CH2:6][CH2:7][S:8]([NH:11][C:12]([C:14]1[CH:19]=[CH:18][C:17]([C:20]2[CH:25]=[CH:24][C:23]([CH2:26][CH2:27][CH2:28][N:29]([C:39]([O:41][C:42]([CH3:45])([CH3:44])[CH3:43])=[O:40])[CH2:30][C@H:31]([OH:38])[C:32]3[CH:33]=[N:34][CH:35]=[CH:36][CH:37]=3)=[CH:22][CH:21]=2)=[CH:16][C:15]=1[O:46][CH2:47][CH:48]([CH3:50])[CH3:49])=[O:13])(=[O:10])=[O:9])(=O)C.[OH-].[Na+]>CO.O1CCCC1>[OH:4][CH2:5][CH2:6][CH2:7][S:8]([NH:11][C:12]([C:14]1[CH:19]=[CH:18][C:17]([C:20]2[CH:21]=[CH:22][C:23]([CH2:26][CH2:27][CH2:28][N:29]([CH2:30][C@H:31]([OH:38])[C:32]3[CH:33]=[N:34][CH:35]=[CH:36][CH:37]=3)[C:39](=[O:40])[O:41][C:42]([CH3:44])([CH3:45])[CH3:43])=[CH:24][CH:25]=2)=[CH:16][C:15]=1[O:46][CH2:47][CH:48]([CH3:50])[CH3:49])=[O:13])(=[O:10])=[O:9] |f:1.2|. Procedure details: To a solution of 3-[[[[4′-[3-[(tert-butoxycarbonyl)-[(2R)-2-hydroxy-2-(3-pyridyl)ethyl]amino]propyl]-3-isobutoxy-4-biphenylyl]carbonyl]amino]sulfonyl]propyl acetate (108 mg) in methanol (1.08 ml) and tetrahydrofuran (0.324 ml) was added 1N aqueous sodium hydroxide solution (0.455 ml) and the mixture was stirred at room temperature for 45 minutes. The reaction mixture was concentrated under reduced pressure and the pH value was adjusted to 6.0 with 0.1N hydrochloric acid. The mixture was extracte...